From a dataset of the Open Reaction Database (ORD), a public repository of structured organic reaction records. describe an organic reaction: reactants, conditions, products, and yield Starting materials: [OH-].[Y+3].[OH-].[OH-] (yttrium hydroxide), [N+](=O)(O)[O-] (nitric acid), [OH-].[Y+3].[OH-].[OH-] (yttrium hydroxide). Solvent: O (water). Product: solution, [N+](=O)([O-])[O-].[Y+3].[N+](=O)([O-])[O-].[N+](=O)([O-])[O-] (yttrium nitrate). Reaction SMILES: [OH-].[Y+3:2].[OH-].[OH-].[N+:5]([O-:8])([OH:7])=[O:6]>O>[N+:5]([O-:8])([O-:7])=[O:6].[Y+3:2].[N+:5]([O-:8])([O-:7])=[O:6].[N+:5]([O-:8])([O-:7])=[O:6] |f:0.1.2.3,6.7.8.9|. Procedure: An approximately 1M solution of yttrium nitrate was prepared by stirring 28 g of yttrium hydroxide in 200 ml water and adding concentrated nitric acid dropwise until the solid yttrium hydroxide just dissolved.